Task: describe an organic reaction: reactants, conditions, products, and yield. Dataset: the Open Reaction Database (ORD), a public repository of structured organic reaction records The reactants are C(C)(=O)SCC[C@H](NC(=O)OCC1=CC=CC=C1)C(=O)N[C@@H](CC1=C(C=CC=C1)C=O)C(=O)OC (N-[S-Acetyl-N-[(phenylmethoxy)carbonyl]-L-homocysteinyl]-2-formyl-L-phenylalanine, methyl ester). Run in CO (MeOH), C(Cl)Cl (CH2Cl2). Run at temperature 0 celsius, time 15 minute. The product is C(=O)C1=C(C[C@H](NC([C@@H](NC(=O)OCC2=CC=CC=C2)CCS)=O)C(=O)OC)C=CC=C1 (2-Formyl-N-[N-[(phenylmethoxy)carbonyl]-L-homocysteinyl]-L-phenylalanine, methyl ester). Yield: 104.2%. Reaction SMILES: C([S:4][CH2:5][CH2:6][C@@H:7]([C:19]([NH:21][C@H:22]([C:32]([O:34][CH3:35])=[O:33])[CH2:23][C:24]1[CH:29]=[CH:28][CH:27]=[CH:26][C:25]=1[CH:30]=[O:31])=[O:20])[NH:8][C:9]([O:11][CH2:12][C:13]1[CH:18]=[CH:17][CH:16]=[CH:15][CH:14]=1)=[O:10])(=O)C>CO.C(Cl)Cl>[CH:30]([C:25]1[CH:26]=[CH:27][CH:28]=[CH:29][C:24]=1[CH2:23][C@@H:22]([C:32]([O:34][CH3:35])=[O:33])[NH:21][C:19](=[O:20])[C@H:7]([CH2:6][CH2:5][SH:4])[NH:8][C:9]([O:11][CH2:12][C:13]1[CH:14]=[CH:15][CH:16]=[CH:17][CH:18]=1)=[O:10])=[O:31]. Procedure: A solution of the title compound of step (J) (0.77 g, 1.54 mmol) in MeOH (16 mL) and CH2Cl2 (3 mL) cooled at 0° C. was purged with argon for 20 minutes. To this solution 370 μL of NaOMe (25% w/w in MeOH) was added dropwise. After addition, the mixture was stirred at 0° C. for 15 minutes before being quenched with sat. aqueous NH4Cl (20 mL). The mixture was extracted with EtOAc (200 mL). The separated aqueous phase was back-extracted with EtOAc (50 mL). The combined EtOAc was washed with sat. aqu... Starting materials: BrCC(=O)Br (Bromoacetyl bromide), C(C)(C)OC(=O)NC1=CC(=C(N)C=C1)[N+](=O)[O-] (4-isopropoxycarbonylamino-2-nitroaniline). Run in C1(=CC=CC=C1)C (toluene). Yields the product C(C)(C)OC(=O)NC1=CC(=C(C=C1)NC(CBr)=O)[N+](=O)[O-] (N-(4-isopropoxycarbonylamino-2-nitrophenyl)-2-bromoacetamide). As a reaction SMILES: [Br:1][CH2:2][C:3](Br)=[O:4].[CH:6]([O:9][C:10]([NH:12][C:13]1[CH:19]=[CH:18][C:16]([NH2:17])=[C:15]([N+:20]([O-:22])=[O:21])[CH:14]=1)=[O:11])([CH3:8])[CH3:7]>C1(C)C=CC=CC=1>[CH:6]([O:9][C:10]([NH:12][C:13]1[CH:19]=[CH:18][C:16]([NH:17][C:3](=[O:4])[CH2:2][Br:1])=[C:15]([N+:20]([O-:22])=[O:21])[CH:14]=1)=[O:11])([CH3:8])[CH3:7]. Reported procedure: Bromoacetyl bromide (18.6 g) was added dropwise with stirring to a solution of 4-isopropoxycarbonylamino-2-nitroaniline (22g) in toluene (300 ml). The solution was refluxed for 1 hour, cooled, and the solid filtered off and recrystallised from benzene to give N-(4-isopropoxycarbonylamino-2-nitrophenyl)-2-bromoacetamide (20 g), m.p. 195°-197° C. Starting materials: O=C(O)c1csc(Br)c1, O=C(n1ccnc1)n1ccnc1, CN(C)C=O, CN(C)c1ccncc1, NC(=O)N1C(=O)Cc2cc(Cl)ccc21, c1c[n-]cn1. The product is NC(=O)N1C(=O)C(C(=O)c2csc(Br)c2)c2cc(Cl)ccc21. Reaction SMILES: [Br:1][c:2]1[cH:3][c:4]([C:7](=[O:8])[OH:9])[cH:5][s:6]1.[C:10]([n:11]1[cH:12][cH:13][n:14][cH:15]1)([n:16]1[cH:17][cH:18][n:19][cH:20]1)=[O:21].[CH3:41][N:42]([CH3:43])[CH:44]=[O:45].[CH3:46][N:47]([c:48]1[cH:49][cH:50][n:51][cH:52][cH:53]1)[CH3:54].[Cl:27][c:28]1[cH:29][c:30]2[c:34]([cH:35][cH:36]1)[N:33]([C:37](=[O:38])[NH2:39])[C:32](=[O:40])[CH2:31]2.[cH:22]1[n:23][cH:24][n-:25][cH:26]1>>[Br:1][c:2]1[cH:3][c:4]([C:7](=[O:9])[CH:31]2[c:30]3[cH:29][c:28]([Cl:27])[cH:36][cH:35][c:34]3[N:33]([C:37](=[O:38])[NH2:39])[C:32]2=[O:40])[cH:5][s:6]1. Starting materials: NC=1C=C(C#N)C=CC1Cl (3-amino-4-chloro benzonitrile), C([S-])(OCC)=S.[K+] (potassium O-ethyl dithiocarbonate), Cl (HCl). Run in O (water), CN(C)C=O (DMF). Reaction conditions: temperature 115 celsius. Yields the product C(#N)C=1C=CC2=C(N=C(S2)S)C1 (5-Cyano-2-mercaptobenzothiazole). The yield is 76.1%. RXN SMILES: [NH2:1][C:2]1[CH:3]=[C:4]([CH:7]=[CH:8][C:9]=1Cl)[C:5]#[N:6].[C:11](=[S:16])(OCC)[S-:12].[K+].Cl>CN(C=O)C.O>[C:5]([C:4]1[CH:7]=[CH:8][C:9]2[S:12][C:11]([SH:16])=[N:1][C:2]=2[CH:3]=1)#[N:6] |f:1.2|. Reported procedure: A mixture of 3-amino-4-chloro benzonitrile (13, 0.50 g, 3.28 mmol) and potassium O-ethyl dithiocarbonate (1.05 g, 6.55 mmol) in DMF (15 mL) was heated overnight at 110-120° C. under N2. After cooling, the reaction mixture was diluted with water and acidified with 1N HCl. The precipitate was collected by filtration, washed with water, and dried under vacuum to yield 14 (0.48 g, 76%). Starting materials: NC12CC(C1)(C2)C(=O)O (3-aminobicyclo[1.1.1]pentane-1-carboxylic acid), C[Li] (methyllithium), C(C)(=O)OCC (Ethyl acetate), [Cl-].[NH4+] (ammonium chloride). Solvent: C1CCOC1 (THF). Conditions: time 8 hour. Product: NC12CC(C1)(C2)C(C)=O (1-(3-aminobicyclo[1.1.1]pentan-1-yl)ethanone). As a reaction SMILES: [NH2:1][C:2]12[CH2:6][C:4]([C:7]([OH:9])=O)([CH2:5]1)[CH2:3]2.C[Li].[Cl-].[NH4+].[C:14](OCC)(=O)C>C1COCC1>[NH2:1][C:2]12[CH2:3][C:4]([C:7](=[O:9])[CH3:14])([CH2:5]1)[CH2:6]2 |f:2.3|. Procedure: To a solution of 3-aminobicyclo[1.1.1]pentane-1-carboxylic acid (1 mmol) in anhydrous THF (2 mL) at 0° C. under nitrogen is added a methyllithium (1.4 M in diethyl ether, 4 mmol) in a dropwise manner. After addition, the reaction mixture is slowly allowed to warm to room temperature, stirred overnight, and treated with aqueous saturated ammonium chloride solution (4 mL). Ethyl acetate (2 mL) is added and organic layer are separated. The aqueous layer is extracted with ethyl acetate (3×1 mL). The... Starting materials: FC=1C=C(C=C(C1NS(=O)(=O)C)F)C(C)NC(=O)C=1N=C(OC1)Cl (2-chloro-oxazole-4-carboxylic acid [1-(3,5-difluoro-4-methanesulfonylamino-phenyl)-ethyl]-amide), CN(C)C=O (DMF), C(=O)([O-])[O-].[K+].[K+] (K2CO3), C(C)(C)(C)C=1C=C(C=CC1)O (3-tert-butyl phenol). The solvent is CCOC(=O)C (EtOAc). The product is FC=1C=C(C=C(C1NS(=O)(=O)C)F)C(C)NC(=O)C=1N=C(OC1)OC1=CC(=CC=C1)C(C)(C)C (2-(3-tert-Butyl-phenoxy)-oxazole-4-carboxylic acid [1-(3,5-difluoro-4-methanesulfonylamino-phenyl)-ethyl]-amide). Yield: 182.4%. RXN SMILES: [F:1][C:2]1[CH:3]=[C:4]([CH:14]([NH:16][C:17]([C:19]2[N:20]=[C:21](Cl)[O:22][CH:23]=2)=[O:18])[CH3:15])[CH:5]=[C:6]([F:13])[C:7]=1[NH:8][S:9]([CH3:12])(=[O:11])=[O:10].C([O-])([O-])=O.[K+].[K+].[C:31]([C:35]1[CH:36]=[C:37]([OH:41])[CH:38]=[CH:39][CH:40]=1)([CH3:34])([CH3:33])[CH3:32].CN(C=O)C>CCOC(C)=O>[F:1][C:2]1[CH:3]=[C:4]([CH:14]([NH:16][C:17]([C:19]2[N:20]=[C:21]([O:41][C:37]3[CH:38]=[CH:39][CH:40]=[C:35]([C:31]([CH3:34])([CH3:33])[CH3:32])[CH:36]=3)[O:22][CH:23]=2)=[O:18])[CH3:15])[CH:5]=[C:6]([F:13])[C:7]=1[NH:8][S:9]([CH3:12])(=[O:11])=[O:10] |f:1.2.3|. Procedure details: In a 5 ml glass tube were placed 2-chloro-oxazole-4-carboxylic acid [1-(3,5-difluoro-4-methanesulfonylamino-phenyl)-ethyl]-amide (40 mg, 0.10 mmol), K2CO3(17 mg, 0.12 mmol), 3-tert-butyl phenol (18 mg, 0.12 mmol), DMF (1 mL), and a magnetic stir bar. The vial was sealed with septum and placed into the Microwave cavity. The vial was irradiated in a Microwave synthesizer at 130° C. for 10 min. The reaction mixture was diluted with EtOAc, and washed with saturated ammonium chloride and water. The o... Starting materials: BrC1=CC(=CC=2NC(=NC21)C(F)(F)F)[N+](=O)[O-] (4-bromo-6-nitro-2-(trifluoromethyl)-1H-benzo[d]imidazole), BrCC1=C(C(=CC=C1)Cl)C (1-(bromomethyl)-3-chloro-2-methylbenzene), C([O-])([O-])=O.[K+].[K+] (potassium carbonate). The solvent is CN(C=O)C (N,N-Dimethylformamide). Run at temperature 90 celsius, time 6 hour. Yields the product BrC1=CC(=CC=2N(C(=NC21)C(F)(F)F)CC2=C(C(=CC=C2)Cl)C)[N+](=O)[O-] (4-bromo-1-(3-chloro-2-methylbenzyl)-6-nitro-2-(trifluoromethyl)-1H-benzo[d]imidazole). The yield is 56.2%. RXN SMILES: [Br:1][C:2]1[C:10]2[N:9]=[C:8]([C:11]([F:14])([F:13])[F:12])[NH:7][C:6]=2[CH:5]=[C:4]([N+:15]([O-:17])=[O:16])[CH:3]=1.Br[CH2:19][C:20]1[CH:25]=[CH:24][CH:23]=[C:22]([Cl:26])[C:21]=1[CH3:27].C(=O)([O-])[O-].[K+].[K+]>CN(C)C=O>[Br:1][C:2]1[C:10]2[N:9]=[C:8]([C:11]([F:12])([F:13])[F:14])[N:7]([CH2:19][C:20]3[CH:25]=[CH:24][CH:23]=[C:22]([Cl:26])[C:21]=3[CH3:27])[C:6]=2[CH:5]=[C:4]([N+:15]([O-:17])=[O:16])[CH:3]=1 |f:2.3.4|. Procedure: Charged a 100 mL round bottom flask containing 4-bromo-6-nitro-2-(trifluoromethyl)-1H-benzo[d]imidazole (4.3 g, 13.87 mmol) dissolved in N,N-Dimethylformamide (DMF) (30 mL) with 1-(bromomethyl)-3-chloro-2-methylbenzene (3.81 g, 17.34 mmol) then added potassium carbonate (4.79 g, 34.7 mmol). The resulting reaction suspension was stirred for 6 h at 90° C., then cooled to RT, and filtered to remove potassium carbonate. The resulting filtrate was concentrated to a small volume (˜10 mL), and diluted ...